This data is from the Open Reaction Database (ORD), a public repository of structured organic reaction records. The task is: describe an organic reaction: reactants, conditions, products, and yield Reaction conditions: temperature 90 celsius, time 16 hour. Reactants: CC1(CC1)NC1=NC=C(C(=N1)S(=O)(=O)C)C#N (2-(1-methylcyclopropylamino)-4-(methylsulfonyl)pyrimidine-5-carbonitrile), CCN(C(C)C)C(C)C (DIEA), Cl.N[C@@H]1CC[C@H]([C@@H](C1)O)C ((1R,2R,5R)-5-amino-2-methylcyclohexanol hydrochloride). Procedure details: To the reaction mixture of 2-(1-methylcyclopropylamino)-4-(methylsulfonyl)pyrimidine-5-carbonitrile from the previous step was added DIEA (2.14 mL, 12.22 mmol) and (1R,2R,5R)-5-amino-2-methylcyclohexanol hydrochloride (0.371 g, 2.241 mmol; synthesis described herein). The reaction was stirred at 90° C. for 16 h. Upon completion of reaction, as indicated by LCMS and TLC, the reaction mixture was concentrated and purified by silica gel chromatography using a gradient of 0%-60% ethyl acetate in hex... RXN SMILES: [CH3:1][C:2]1([NH:5][C:6]2[N:11]=[C:10](S(C)(=O)=O)[C:9]([C:16]#[N:17])=[CH:8][N:7]=2)[CH2:4][CH2:3]1.CCN(C(C)C)C(C)C.Cl.[NH2:28][C@H:29]1[CH2:34][C@@H:33]([OH:35])[C@H:32]([CH3:36])[CH2:31][CH2:30]1>>[OH:35][C@H:33]1[C@H:32]([CH3:36])[CH2:31][CH2:30][CH:29]([NH:28][C:10]2[C:9]([C:16]#[N:17])=[CH:8][N:7]=[C:6]([NH:5][C:2]3([CH3:1])[CH2:4][CH2:3]3)[N:11]=2)[CH2:34]1 |f:2.3|. The product is O[C@@H]1CC(CC[C@H]1C)NC1=NC(=NC=C1C#N)NC1(CC1)C (4-((3R,4R)-3-hydroxy-4-methylcyclohexylamino)-2-(1-methylcyclopropylamino)pyrimidine-5-carbonitrile). The yield is 30.0%.